This data is from the Open Reaction Database (ORD), a public repository of structured organic reaction records. The task is: describe an organic reaction: reactants, conditions, products, and yield The reactants are C(C1=CC=CC=C1)OCC(C(=O)O)(C)NC(=O)OC(C)(C)C (3-benzyloxy-2-[N-(tert-butoxycarbonyl)amino]-2-methylpropanoic acid), C(C)(C)(C)OC(C(Cl)(Cl)Cl)=N (tert-butyl-2,2,2-trichloroacetimidate). Run in C(Cl)Cl (CH2Cl2). Conditions: time 8 hour. Product: C(C)(C)(C)OC(C(COCC1=CC=CC=C1)(C)NC(=O)OC(C)(C)C)=O (3-benzyloxy-2-[N-(tert-butoxycarbonyl)amino]-2-methylpropanoic acid tert-butyl ester). The yield is 90.5%. As a reaction SMILES: [CH2:1]([O:8][CH2:9][C:10]([NH:15][C:16]([O:18][C:19]([CH3:22])([CH3:21])[CH3:20])=[O:17])([CH3:14])[C:11]([OH:13])=[O:12])[C:2]1[CH:7]=[CH:6][CH:5]=[CH:4][CH:3]=1.[C:23](OC(=N)C(Cl)(Cl)Cl)([CH3:26])([CH3:25])[CH3:24]>C(Cl)Cl>[C:23]([O:12][C:11](=[O:13])[C:10]([NH:15][C:16]([O:18][C:19]([CH3:22])([CH3:21])[CH3:20])=[O:17])([CH3:14])[CH2:9][O:8][CH2:1][C:2]1[CH:3]=[CH:4][CH:5]=[CH:6][CH:7]=1)([CH3:26])([CH3:25])[CH3:24]. Procedure: To a solution of the N-Boc carboxylic acid 7 (1.6 g, 5.17 mmol) in 15 mL of CH2Cl2 at room temperature was added a 3 eq portion of tert-butyl-2,2,2-trichloroacetimidate (3.4 g). After overnight stirring at room temperature, the solvent was evaporated under reduced pressure. Purification via silica gel column chromatography (15% EtOAc in hexane) afforded 8 as a colorless oil (1.71 g, 90%): 1H NMR (CDCl3) δ 1.44 (9H, s), 1.45 (9H, s), 1.48 (3H, s), 3.66 (1H, d, J=8.8), 3.79-3.82 (1H, broad d), 4.4...